Dataset: the Open Reaction Database (ORD), a public repository of structured organic reaction records. Task: describe an organic reaction: reactants, conditions, products, and yield Starting materials: O1CCN(CC1)C1=CC=C(C=C1)NCCN1[CH-]OCC1=O (3-[2-(4-morpholinophenylamino)ethyl]-2-oxazolidone), Br (hydrobromic acid), C(C)(C)OC(C)C (diisopropyl ether). Solvent: C(C)(=O)O (acetic acid). Product: Br.Br.O1CCN(CC1)C1=CC=C(C=C1)N1CCNCC1 (1-(4-morpholinophenyl)-piperazine dihydrobromide). As a reaction SMILES: [O:1]1[CH2:6][CH2:5][N:4]([C:7]2[CH:12]=[CH:11][C:10]([NH:13][CH2:14][CH2:15][N:16]3[C:20](=O)[CH2:19]O[CH-]3)=[CH:9][CH:8]=2)[CH2:3][CH2:2]1.C(OC(C)C)(C)C.[BrH:29]>C(O)(=O)C>[BrH:29].[BrH:29].[O:1]1[CH2:2][CH2:3][N:4]([C:7]2[CH:8]=[CH:9][C:10]([N:13]3[CH2:14][CH2:15][NH:16][CH2:20][CH2:19]3)=[CH:11][CH:12]=2)[CH2:5][CH2:6]1 |f:4.5.6|. Procedure details: A solution of 3-[2-(4-morpholinophenylamino)ethyl]-2-oxazolidone (5 g) in 30% hydrobromic acid in acetic acid (35 ml) was stirred for 24 hours at ambient temperature. The reaction mixture was pulverized with diisopropyl ether. The precipitate was collected by filtration and added to ethanol (35 ml). The solution was refluxed for 8 hours and pulverized with diisopropyl ether. The precipitate was collected by filtration to give 1-(4-morpholinophenyl)-piperazine dihydrobromide (7.42 g). The reactants are C(C1=CC=CC=C1)OC1=C(C=C(C=C1)[C@H](CI)O[Si](CC)(CC)CC)NS(=O)(=O)C (N-[2-benzyloxy-5-((1R)-2-iodo-1-triethylsilanyloxy-ethyl)-phenyl]-methanesulfonamide), C(C1=CC=CC=C1)N (benzylamine). The solvent is hexanes. Conditions: temperature 65 celsius, time 22 hour. The product is C(C1=CC=CC=C1)NC[C@H](O[Si](CC)(CC)CC)C=1C=CC(=C(C1)NS(=O)(=O)C)OCC1=CC=CC=C1 (N-[5-((1R)-2-Benzylamino-1-triethylsilanyloxy-ethyl)-2-benzyloxy-phenyl]-methanesulfonamide). Isolated yield 81.4%. Reaction SMILES: [CH2:1]([O:8][C:9]1[CH:14]=[CH:13][C:12]([C@@H:15]([O:18][Si:19]([CH2:24][CH3:25])([CH2:22][CH3:23])[CH2:20][CH3:21])[CH2:16]I)=[CH:11][C:10]=1[NH:26][S:27]([CH3:30])(=[O:29])=[O:28])[C:2]1[CH:7]=[CH:6][CH:5]=[CH:4][CH:3]=1.[CH2:31]([NH2:38])[C:32]1[CH:37]=[CH:36][CH:35]=[CH:34][CH:33]=1>>[CH2:31]([NH:38][CH2:16][C@@H:15]([C:12]1[CH:13]=[CH:14][C:9]([O:8][CH2:1][C:2]2[CH:7]=[CH:6][CH:5]=[CH:4][CH:3]=2)=[C:10]([NH:26][S:27]([CH3:30])(=[O:29])=[O:28])[CH:11]=1)[O:18][Si:19]([CH2:24][CH3:25])([CH2:22][CH3:23])[CH2:20][CH3:21])[C:32]1[CH:37]=[CH:36][CH:35]=[CH:34][CH:33]=1. Reported procedure: N-[2-benzyloxy-5-((1R)-2-iodo-1-triethylsilanyloxy-ethyl)-phenyl]-methanesulfonamide (0.56 g, 1 mmol) was dissolved in benzylamine (0.54 g, 5 mmol) and stirred at 65° C. for 22 h. The mixture was then cooled to room temperature, and stirred with hexanes. The hexanes solution was filtered through a pad of silica gel, and the residue was stirred with ether (10 ml). The ether solution was diluted with 10 ml of hexanes, and passed through the silica gel pad. The filter pad was eluted with ether-hexa... Reactants: C1(CCCCC1)CNC(=O)NNC(CCN1CCN(CC1)C1=CC(=CC=C1)[N+](=O)[O-])=O (N-(Cyclohexylmethyl)-2-{3-[4-(3-nitrophenyl)piperazin-1-yl]propanoyl}hydrazine carboxamide), Cl (HCl). Run in [OH-].[Na+] (NaOH). The product is C1(CCCCC1)CN1C(NN=C1CCN1CCN(CC1)C1=CC(=CC=C1)[N+](=O)[O-])=O (4-(Cyclohexylmethyl)-5-{2-[4-(3-nitrophenyl)piperazin-1-yl]ethyl}-2,4-dihydro-3H-1,2,4-triazol-3-one). Yield: 89.4%. Reaction SMILES: [CH:1]1([CH2:7][NH:8][C:9]([NH:11][NH:12][C:13](=O)[CH2:14][CH2:15][N:16]2[CH2:21][CH2:20][N:19]([C:22]3[CH:27]=[CH:26][CH:25]=[C:24]([N+:28]([O-:30])=[O:29])[CH:23]=3)[CH2:18][CH2:17]2)=[O:10])[CH2:6][CH2:5][CH2:4][CH2:3][CH2:2]1.Cl>[OH-].[Na+]>[CH:1]1([CH2:7][N:8]2[C:13]([CH2:14][CH2:15][N:16]3[CH2:21][CH2:20][N:19]([C:22]4[CH:27]=[CH:26][CH:25]=[C:24]([N+:28]([O-:30])=[O:29])[CH:23]=4)[CH2:18][CH2:17]3)=[N:12][NH:11][C:9]2=[O:10])[CH2:6][CH2:5][CH2:4][CH2:3][CH2:2]1 |f:2.3|. Procedure: A suspension of N-(cyclohexylmethyl)-2-{3-[4-(3-nitrophenyl)piperazin-1-yl]propanoyl}hydrazine carboxamide D8 (0.70 g, 1.62 mmol) in 2M NaOH aqueous solution (10 mL) was heated at reflux for 5 hrs, then cooled to room temperature and brought to pH 8 by the drop-wise addition of HCl 28%. The resulting precipitate was filtered, washed with water and diethyl ether to afford 0.60 g (89%) 4-(cyclohexylmethyl)-5-{2-[4-(3-nitrophenyl)piperazin-1-yl]ethyl}-2,4-dihydro-3H-1,2,4-triazol-3-one D9 as a yell... Reactants: C(C)OC(=O)C=1N=CC=2NC3=CC=CC(=C3C2C1C)C=C[N+](=O)[O-] (5-(2-Nitrovinyl)-4-methyl-beta-carboline-3-carboxylic acid ethyl ester). The reagents and catalysts are [C].[Pd] (palladium carbon). The solvent is C(C)O (ethanol), [H][H] (hydrogen), C(C)O (ethanol), S(O)(O)(=O)=O (sulfuric acid). The product is C(C)OC(=O)C=1N=CC=2NC3=CC=CC(=C3C2C1C)CCN (5-(2-Aminoethyl)-4-methyl-beta-carboline-3-carboxylic acid ethyl ester). Isolated yield 65.6%. As a reaction SMILES: [CH2:1]([O:3][C:4]([C:6]1[N:7]=[CH:8][C:9]2[NH:10][C:11]3[C:16]([C:17]=2[C:18]=1[CH3:19])=[C:15]([CH:20]=[CH:21][N+:22]([O-])=O)[CH:14]=[CH:13][CH:12]=3)=[O:5])[CH3:2]>C(O)C.[H][H].S(=O)(=O)(O)O.[C].[Pd]>[CH2:1]([O:3][C:4]([C:6]1[N:7]=[CH:8][C:9]2[NH:10][C:11]3[C:16]([C:17]=2[C:18]=1[CH3:19])=[C:15]([CH2:20][CH2:21][NH2:22])[CH:14]=[CH:13][CH:12]=3)=[O:5])[CH3:2] |f:4.5|. Procedure details: 5-(2-Nitrovinyl)-4-methyl-beta-carboline-3-carboxylic acid ethyl ester (1 g) is dissolved in ethanol (20 ml) and in a hydrogen atmosphere with stirring is slowly added drop by drop to a suspension of 10% palladium carbon (0.25 g) in ethanol (50 ml) and sulfuric acid (0.1 ml). In the end, it is stirred for another half hour more. Then the catalyst is suctioned off and the filtrate evaporated. After the usual working up, 0.6 g of the title compound is obtained. The reactants are COC=1C=C2C(C(NC2=CC1OC)=O)=CO (5,6-dimethoxy-3-hydroxymethylene oxindole), C(=O)(OCC)N1CCNCC1 (N-carbethoxy piperazine), toluene sulfone. Yields the product COC=1C=C2C(C(NC2=CC1OC)=O)=CN1CCN(CC1)C(=O)OCC (5,6-Dimethoxy-3(4-carbethoxy piperazino)methylene oxindole). As a reaction SMILES: [CH3:1][O:2][C:3]1[CH:4]=[C:5]2[C:9](=[CH:10][C:11]=1[O:12][CH3:13])[NH:8][C:7](=[O:14])[C:6]2=[CH:15]O.[C:17]([N:22]1[CH2:27][CH2:26][NH:25][CH2:24][CH2:23]1)([O:19][CH2:20][CH3:21])=[O:18]>>[CH3:1][O:2][C:3]1[CH:4]=[C:5]2[C:9](=[CH:10][C:11]=1[O:12][CH3:13])[NH:8][C:7](=[O:14])[C:6]2=[CH:15][N:25]1[CH2:24][CH2:23][N:22]([C:17]([O:19][CH2:20][CH3:21])=[O:18])[CH2:27][CH2:26]1. Procedure: 4.0 g. of 5,6-dimethoxy-3-hydroxymethylene oxindole was reacted with N-carbethoxy piperazine as described in Example 2, except that 0.10 g. toluene sulfone acid was added as a catalyst. Yield, 3.05 g. of product, m.p. 172°-174° C. Reactants: C1COC2(C[C@@H]3CC[C@H]4[C@@H]5C[C@@H]([C@H]([C@@]5(C)CC[C@@H]4[C@]3(CC2)C)NC=O)O)O1 (17α-formamido-16β-hydroxy-5α-androstan-3-one ethylene acetal), [H-].[Al+3].[Li+].[H-].[H-].[H-] (lithium aluminium hydride). Run in O1CCCC1 (tetrahydrofuran), O1CCCC1 (tetrahydrofuran). Run at time 5 hour. Product: C1COC2(C[C@@H]3CC[C@H]4[C@@H]5C[C@@H]([C@H]([C@@]5(C)CC[C@@H]4[C@]3(CC2)C)NC)O)O1 (16β-hydroxy-17α-methylamino-5α-androstan-3-one ethylene acetal). RXN SMILES: [CH2:1]1[O:27][C:4]2([CH2:21][CH2:20][C@@:19]3([CH3:22])[C@@H:6]([CH2:7][CH2:8][C@@H:9]4[C@@H:18]3[CH2:17][CH2:16][C@@:14]3([CH3:15])[C@H:10]4[CH2:11][C@H:12]([OH:26])[C@H:13]3[NH:23][CH:24]=O)[CH2:5]2)[O:3][CH2:2]1.[H-].[Al+3].[Li+].[H-].[H-].[H-]>O1CCCC1>[CH2:2]1[O:3][C:4]2([CH2:21][CH2:20][C@@:19]3([CH3:22])[C@@H:6]([CH2:7][CH2:8][C@@H:9]4[C@@H:18]3[CH2:17][CH2:16][C@@:14]3([CH3:15])[C@H:10]4[CH2:11][C@H:12]([OH:26])[C@H:13]3[NH:23][CH3:24])[CH2:5]2)[O:27][CH2:1]1 |f:1.2.3.4.5.6|. Procedure details: A solution of 17α-formamido-16β-hydroxy-5α-androstan-3-one ethylene acetal (5.2 g) in dry tetrahydrofuran (182 ml) was added dropwise to a stirred suspension of lithium aluminium hydride (2.6 g) in tetrahydrofuran (78 ml) at 0° C. The cooling bath was removed and the stirred suspension was heated under reflux, and under a nitrogen atmosphere for 5 h. The mixture was cooled, water was added dropwise, and the solids were removed by filtration through dicalite. The filter was washed with hot tetrah... Starting materials: CC(=O)C1=CC=C(C=C1)S(=O)(=O)C (4-methanesulfonylacetophenone), BrBr (Br2), C(=O)(O)[O-].[Na+] (NaHCO3). Conditions: time 8 hour. The product is BrCC(=O)C1=CC=C(C=C1)S(=O)(=O)C (2-bromo-4'-methanesulfonylacetophenone). RXN SMILES: [CH3:1][C:2]([C:4]1[CH:9]=[CH:8][C:7]([S:10]([CH3:13])(=[O:12])=[O:11])=[CH:6][CH:5]=1)=[O:3].[Br:14]Br.C([O-])(O)=O.[Na+]>>[Br:14][CH2:1][C:2]([C:4]1[CH:5]=[CH:6][C:7]([S:10]([CH3:13])(=[O:12])=[O:11])=[CH:8][CH:9]=1)=[O:3] |f:2.3|. Reported procedure: To 4-methanesulfonylacetophenone (480 mg; 2.42 mmol) in 15 mL HOAC was added Br2 (2.42 mmol). The reaction was stirred overnight at r.t. The reaction mixture was carefully poured into NaHCO3 solution and extracted with EtOAC. The reaction yielded a light yellow solid which was used with no further purifiCation. Starting materials: C(C)OC(=O)N1CCN(CCC1)C1=NC2=C(N1)C=CC=C2 (1-ethoxycarbonyl-4-(1H-benzimidazol-2-yl)[1,4]diazepane), C(C)(=O)OCC (ethyl acetate), [H-].[Na+] (sodium hydride), ClCC1=CC=C(O1)C(=O)OCC (ethyl 5-chloromethyl-2-furoate). Run in CN(C=O)C (dimethylformamide). Reaction conditions: time 3 day. The product is C(C)OC(=O)N1CCN(CCC1)C1=NC2=C(N1CC=1OC(=CC1)C(=O)OCC)C=CC=C2 (1-ethoxycarbonyl-4-(1-(5-(ethoxycarbonyl)fur-2-ylmethyl)-1H-benzimidazol-2-yl)[1,4]diazepane). RXN SMILES: [CH2:1]([O:3][C:4]([N:6]1[CH2:12][CH2:11][CH2:10][N:9]([C:13]2[NH:17][C:16]3[CH:18]=[CH:19][CH:20]=[CH:21][C:15]=3[N:14]=2)[CH2:8][CH2:7]1)=[O:5])[CH3:2].[H-].[Na+].Cl[CH2:25][C:26]1[O:30][C:29]([C:31]([O:33][CH2:34][CH3:35])=[O:32])=[CH:28][CH:27]=1.C(OCC)(=O)C>CN(C)C=O>[CH2:1]([O:3][C:4]([N:6]1[CH2:12][CH2:11][CH2:10][N:9]([C:13]2[N:14]([CH2:25][C:26]3[O:30][C:29]([C:31]([O:33][CH2:34][CH3:35])=[O:32])=[CH:28][CH:27]=3)[C:15]3[CH:21]=[CH:20][CH:19]=[CH:18][C:16]=3[N:17]=2)[CH2:8][CH2:7]1)=[O:5])[CH3:2] |f:1.2|. Procedure details: Combine 1-ethoxycarbonyl-4-(1H-benzimidazol-2-yl)[1,4]diazepane (10 mmol) and sodium hydride (10 mmol) in dimethylformamide (20 mL). After gas evolution ceases, add ethyl 5-chloromethyl-2-furoate (10 mmol) and stir. After 3 days, evaporate in vacuo to give a residue. Combine the residue and ethyl acetate. Extract with water and brine. Dry the the organic layer over Na2SO4, filter, and evaporate in vacuo to give 1-ethoxycarbonyl-4-(1-(5-(ethoxycarbonyl)fur-2-ylmethyl)-1H-benzimidazol-2-yl)[1,4]di... Reactants: C(#N)CCP(O)(N(C(C)C)C(C)C)O[C@H]1[C@H]([C@@H](O[C@@H]1COC(C1=CC=C(C=C1)OC)(C1=CC=C(C=C1)OC)C1=CC=CC=C1)N1C(=O)NC(=O)C=C1)OCOCC(C(F)(F)F)C(F)(F)F (2′-O-(2-Trifluoromethyl-3,3,3-trifluoropropanoxymethyl)-5′-O-(4,4′-dimethoxytrityl)uridine 3′-O-(2-cyanoethyl N,N-diisopropylphosphoramidite)), C(C)(=O)NC1=NC(N([C@H]2[C@H](OCOCC(C(F)(F)F)C(F)(F)F)[C@H](O)[C@@H](COC(C3=CC=C(C=C3)OC)(C3=CC=C(C=C3)OC)C3=CC=CC=C3)O2)C=C1)=O (N4-Acetyl-2′-O-(2-trifluoromethyl-3,3,3-trifluoropropanoxymethyl)-5′-O-(4,4′-dimethoxytrityl)cytidine). Product: C(#N)CCP(O)(N(C(C)C)C(C)C)O[C@H]1[C@H]([C@@H](O[C@@H]1COC(C1=CC=C(C=C1)OC)(C1=CC=C(C=C1)OC)C1=CC=CC=C1)N1C(=O)N=C(NC(C)=O)C=C1)OCOCC(C(F)(F)F)C(F)(F)F (N4-Acetyl-2′-O-(2-trifluoromethyl-3,3,3-trifluoropropanoxymethyl)-5′-O-(4,4′-dimethoxytrityl)cytidine 3′-O-(2-cyanoethyl N,N-diisopropylphosphoramidite)). The yield is 86.0%. RXN SMILES: [C:1]([CH2:3][CH2:4][PH:5]([O:14][C@@H:15]1[C@@H:19]([CH2:20][O:21][C:22]([C:39]2[CH:44]=[CH:43][CH:42]=[CH:41][CH:40]=2)([C:31]2[CH:36]=[CH:35][C:34]([O:37][CH3:38])=[CH:33][CH:32]=2)[C:23]2[CH:28]=[CH:27][C:26]([O:29][CH3:30])=[CH:25][CH:24]=2)[O:18][C@@H:17]([N:45]2[CH:52]=[CH:51][C:49](=O)[NH:48][C:46]2=[O:47])[C@@H:16]1[O:53][CH2:54][O:55][CH2:56][CH:57]([C:62]([F:65])([F:64])[F:63])[C:58]([F:61])([F:60])[F:59])([N:7]([CH:11]([CH3:13])[CH3:12])[CH:8]([CH3:10])[CH3:9])[OH:6])#[N:2].[C:66]([NH:69]C1C=CN([C@@H]2O[C@H](COC(C3C=CC=CC=3)(C3C=CC(OC)=CC=3)C3C=CC(OC)=CC=3)[C@@H](O)[C@H]2OCOCC(C(F)(F)F)C(F)(F)F)C(=O)N=1)(=[O:68])[CH3:67]>>[C:1]([CH2:3][CH2:4][PH:5]([O:14][C@@H:15]1[C@@H:19]([CH2:20][O:21][C:22]([C:39]2[CH:44]=[CH:43][CH:42]=[CH:41][CH:40]=2)([C:23]2[CH:24]=[CH:25][C:26]([O:29][CH3:30])=[CH:27][CH:28]=2)[C:31]2[CH:32]=[CH:33][C:34]([O:37][CH3:38])=[CH:35][CH:36]=2)[O:18][C@@H:17]([N:45]2[CH:52]=[CH:51][C:49]([NH:69][C:66](=[O:68])[CH3:67])=[N:48][C:46]2=[O:47])[C@@H:16]1[O:53][CH2:54][O:55][CH2:56][CH:57]([C:62]([F:64])([F:65])[F:63])[C:58]([F:61])([F:60])[F:59])([N:7]([CH:8]([CH3:10])[CH3:9])[CH:11]([CH3:13])[CH3:12])[OH:6])#[N:2]. Reported procedure: This compound was synthesized in the same manner as that used for the compound 3u by using the compound 2c instead of the compound 2u. Yield was 86% (white foam).